This data is from the Open Reaction Database (ORD), a public repository of structured organic reaction records. The task is: describe an organic reaction: reactants, conditions, products, and yield Starting materials: C1(=CC=CC=C1)C1=NC(C(N(C2=C1C=CC=C2)CC2=NN=NN2C(C2=CC=CC=C2)(C2=CC=CC=C2)C2=CC=CC=C2)=O)N2C(C=1C(C2=O)=CC=CC1)=O ((3RS)-1,3-dihydro-5-phenyl-3-phthalimido-1-[(1-trityl-1H-tetrazol-5-yl) methyl]-2H-1,4-benzodiazepin-2-one), O.NN (hydrazine monohydrate). The solvent is O1CCCC1 (tetrahydrofuran). Conditions: temperature 60 celsius, time 4 hour. Product: NC1C(N(C2=C(C(=N1)C1=CC=CC=C1)C=CC=C2)CC2=NN=NN2C(C2=CC=CC=C2)(C2=CC=CC=C2)C2=CC=CC=C2)=O ((3RS)-3-amino-1,3-dihydro-5-phenyl-1-[(1-trityl-1 H-tetrazol-5-yl)methyl]-2H-1,4-benzodiazepin-2-one). Isolated yield 51.3%. RXN SMILES: [C:1]1([C:7]2[C:13]3[CH:14]=[CH:15][CH:16]=[CH:17][C:12]=3[N:11]([CH2:18][C:19]3[N:23]([C:24]([C:37]4[CH:42]=[CH:41][CH:40]=[CH:39][CH:38]=4)([C:31]4[CH:36]=[CH:35][CH:34]=[CH:33][CH:32]=4)[C:25]4[CH:30]=[CH:29][CH:28]=[CH:27][CH:26]=4)[N:22]=[N:21][N:20]=3)[C:10](=[O:43])[CH:9]([N:44]3C(=O)C4=CC=CC=C4C3=O)[N:8]=2)[CH:6]=[CH:5][CH:4]=[CH:3][CH:2]=1.O.NN>O1CCCC1>[NH2:44][CH:9]1[N:8]=[C:7]([C:1]2[CH:2]=[CH:3][CH:4]=[CH:5][CH:6]=2)[C:13]2[CH:14]=[CH:15][CH:16]=[CH:17][C:12]=2[N:11]([CH2:18][C:19]2[N:23]([C:24]([C:25]3[CH:26]=[CH:27][CH:28]=[CH:29][CH:30]=3)([C:31]3[CH:32]=[CH:33][CH:34]=[CH:35][CH:36]=3)[C:37]3[CH:42]=[CH:41][CH:40]=[CH:39][CH:38]=3)[N:22]=[N:21][N:20]=2)[C:10]1=[O:43] |f:1.2|. Procedure details: To a solution of (3RS)-1,3-dihydro-5-phenyl-3-phthalimido-1-[(1-trityl-1H-tetrazol-5-yl) methyl]-2H-1,4-benzodiazepin-2-one (128 g) in tetrahydrofuran (2.56 l) was added hydrazine monohydrate (10.43 ml) at room temperature. The mixture was stirred at 60° C. for 4 hours and the resultant precipitate was filtered off. The filtrate and the washings were evaporated in vacuo and the residue was dissolved in dichloromethane. After the insoluble material was filtered off, the solvent was evaporated in ...